Dataset: the Open Reaction Database (ORD), a public repository of structured organic reaction records. Task: describe an organic reaction: reactants, conditions, products, and yield Starting materials: C1CCSC(C[C@H]([C@@H]([C@H](O)C)C(=O)O)N)S1 (3-amino-4-C-carboxy-2,3,4,6-tetradeoxy-D-arabino-hexose trimethylene dithioacetal), C1(CCCCC1)N=C=NC1CCCCC1 (N,N'-dicyclohexylcarbodiimide). Run in C(C)#N (acetonitrile). Reaction conditions: time 10 minute. The product is C1CCSC2(NCC2)S1 (2-azetidinone trimethylene dithioacetal). Yield: 78.3%. Reaction SMILES: [CH2:1]1[S:16][CH:5]([CH2:6][C@@H:7]([NH2:15])[C@H](C(O)=O)[C@@H](C)O)[S:4][CH2:3][CH2:2]1.C1(N=C=NC2CCCCC2)CCCCC1>C(#N)C>[CH2:1]1[S:16][C:5]2([CH2:6][CH2:7][NH:15]2)[S:4][CH2:3][CH2:2]1. Reported procedure: A mixture of 3-amino-4-C-carboxy-2,3,4,6-tetradeoxy-D-arabino-hexose trimethylene dithioacetal (810 mg, 3.05 mmol) in acetonitrile (15 ml) is treated with N,N'-dicyclohexylcarbodiimide (689 mg, 3.34 mmol). The resulting mixture is kept at room temperature for 10 minutes and then heated at 60° for 5 hours. The reaction mixture is concentrated, the residue is slurried in ethyl acetate, and the precipitated urea is removed by filtration. The filtrate is washed successively with N aqueous hydrochlor... Starting materials: [NH4+].[Cl-] (NH4Cl), [H-].[Na+] (Sodium hydride), C(C)(C)OC1=C(C=C2CCN3C(C2=C1)=C(C=C3C(=O)N3CCNC(CC3)=O)C=3SC=CC3)OC (1-(9-Isopropoxy-8-methoxy-1-thiophen-2-yl-5,6-dihydro-pyrrolo[2,1-α]isoquinoline-3-carbonyl)-[1,4]diazepan-5-one), ICCCC (1-iodobutane). Solvent: CN(C)C=O (DMF). Run at time 5 minute. Product: C(CCC)N1CCN(CCC1=O)C(=O)C1=CC(=C2N1CCC1=CC(=C(C=C21)OC(C)C)OC)C=2SC=CC2 (4-Butyl-1-(9-isopropoxy-8-methoxy-1-thiophen-2-yl-5,6-dihydro-pyrrolo[2,1-α]iso-quinoline-3-carbonyl)-[1,4]diazepan-5-one). Reaction SMILES: [H-].[Na+].[CH:3]([O:6][C:7]1[CH:16]=[C:15]2[C:10]([CH2:11][CH2:12][N:13]3[C:19]([C:20]([N:22]4[CH2:28][CH2:27][C:26](=[O:29])[NH:25][CH2:24][CH2:23]4)=[O:21])=[CH:18][C:17]([C:30]4[S:31][CH:32]=[CH:33][CH:34]=4)=[C:14]32)=[CH:9][C:8]=1[O:35][CH3:36])([CH3:5])[CH3:4].I[CH2:38][CH2:39][CH2:40][CH3:41].[NH4+].[Cl-]>CN(C=O)C>[CH2:38]([N:25]1[C:26](=[O:29])[CH2:27][CH2:28][N:22]([C:20]([C:19]2[N:13]3[CH2:12][CH2:11][C:10]4[C:15]([C:14]3=[C:17]([C:30]3[S:31][CH:32]=[CH:33][CH:34]=3)[CH:18]=2)=[CH:16][C:7]([O:6][CH:3]([CH3:5])[CH3:4])=[C:8]([O:35][CH3:36])[CH:9]=4)=[O:21])[CH2:23][CH2:24]1)[CH2:39][CH2:40][CH3:41] |f:0.1,4.5|. Procedure details: Sodium hydride (160 mg, 60% dispersion in oil) was added to a solution of the product of example 13 (767 mg) in DMF (24 ml). After stirring for 5 min at room temperature, 1-iodobutane (1.46 ml) was added and stirring was continued for 18 h at 60° C. The reaction mixture was poured in a sat. aqueous NH4Cl solution and extracted with ethyl acetate. The organic layer was washed with brine, dried (MgSO4), filtered and concentrated in vacuo. The residue was purified by chromatography on silica gel in... The reactants are COc1ccc(CNc2nc(-c3ccccc3)c(-c3ccc(=O)n(C(C)C)n3)nc2C(=O)O)cc1, COc1ccc(CNc2nc(-c3ccc(=O)n(C(C)C)n3)c(-c3ccccc3)nc2C(=O)O)cc1, Clc1ccccc1Cl. Yields the product COc1ccc(CNc2cnc(-c3ccccc3)c(-c3ccc(=O)n(C(C)C)n3)n2)cc1. RXN SMILES: [CH:1]([n:2]1[c:3](=[O:4])[cH:5][cH:6][c:7](-[c:8]2[n:9][c:10]([C:11]([OH:12])=[O:13])[c:14]([NH:15][CH2:16][c:17]3[cH:18][cH:19][c:20]([O:21][CH3:22])[cH:23][cH:24]3)[n:25][c:26]2-[c:27]2[cH:28][cH:29][cH:30][cH:31][cH:32]2)[n:33]1)([CH3:34])[CH3:35].[CH:36]([CH3:37])([CH3:38])[n:39]1[n:40][c:41](-[c:46]2[n:47][c:48]([NH:61][CH2:62][c:63]3[cH:64][cH:65][c:66]([O:69][CH3:70])[cH:67][cH:68]3)[c:49]([C:58]([OH:59])=[O:60])[n:50][c:51]2-[c:52]2[cH:53][cH:54][cH:55][cH:56][cH:57]2)[cH:42][cH:43][c:44]1=[O:45].[Cl:71][c:72]1[cH:73][cH:74][cH:75][cH:76][c:77]1[Cl:78]>>[CH:36]([CH3:37])([CH3:38])[n:39]1[n:40][c:41](-[c:46]2[n:47][c:48]([NH:61][CH2:62][c:63]3[cH:64][cH:65][c:66]([O:69][CH3:70])[cH:67][cH:68]3)[cH:49][n:50][c:51]2-[c:52]2[cH:53][cH:54][cH:55][cH:56][cH:57]2)[cH:42][cH:43][c:44]1=[O:45]. Starting materials: CC1(OB(OC1(C)C)C=1C=NNC1)C (4-(4,4,5,5-tetramethyl-1,3,2-dioxaborolan-2-yl)-1H-pyrazole), CO3, C[Si](CCOCCl)(C)C (2-(trimethylsilyl)ethoxymethyl chloride). Solvent: CN1CCCC1=O (NMP). Conditions: time 16 hour. The product is CC1(OB(OC1(C)C)C=1C=NN(C1)COCC[Si](C)(C)C)C (4-( 4,4,5,5-tetramethyl-1,3,2-dioxaborolan-2-yl)-1-((2-(trimethylsilyl)ethoxy)methyl)-1H-pyrazole). As a reaction SMILES: [CH3:1][C:2]1([CH3:14])[C:6]([CH3:8])([CH3:7])[O:5][B:4]([C:9]2[CH:10]=[N:11][NH:12][CH:13]=2)[O:3]1.[CH3:15][Si:16]([CH3:23])([CH3:22])[CH2:17][CH2:18][O:19][CH2:20]Cl>CN1C(=O)CCC1>[CH3:1][C:2]1([CH3:14])[C:6]([CH3:7])([CH3:8])[O:5][B:4]([C:9]2[CH:13]=[N:12][N:11]([CH2:20][O:19][CH2:18][CH2:17][Si:16]([CH3:23])([CH3:22])[CH3:15])[CH:10]=2)[O:3]1. Procedure: To a solution of 4-(4,4,5,5-tetramethyl-1,3,2-dioxaborolan-2-yl)-1H-pyrazole (8.2 g, 41 mmol) in NMP (60 mL) was added K2 CO3 (12 g, 82 mmol) and 2-(trimethylsilyl)ethoxymethyl chloride (7.8 mL, 43 mmol) in sequence. The reaction mixture was stirred at r.t. under N2 for 16 h. Then, the reaction mixture was diluted and filtered, and then the filtrate was diluted with EtOAc (300 mL). The resulting solution was washed with sat. NaHCO3 (aq) (3×200 mL), H2O (4×200 mL), brine (1×200 mL), dried over Na... Yield: 41.4%. Solvent: CO (methanol). Reaction SMILES: [CH3:1][C:2]1[N:7]2[CH:8]=[C:9](/[CH:11]=[CH:12]/[C:13]3[N:14]([CH3:23])[CH:15]=[C:16]([C:18]4[S:19][CH:20]=[CH:21][CH:22]=4)[N:17]=3)[N:10]=[C:6]2[N:5]=[C:4]([CH3:24])[CH:3]=1.[H][H]>CO.[Pd]>[CH3:1][C:2]1[N:7]2[CH:8]=[C:9]([CH2:11][CH2:12][C:13]3[N:14]([CH3:23])[CH:15]=[C:16]([C:18]4[S:19][CH:20]=[CH:21][CH:22]=4)[N:17]=3)[N:10]=[C:6]2[N:5]=[C:4]([CH3:24])[CH:3]=1. Reagents/catalysts: [Pd] (Pd/C). Starting materials: CC1=CC(=NC=2N1C=C(N2)\C=C\C=2N(C=C(N2)C=2SC=CC2)C)C (5,7-Dimethyl-2-[(E)-2-(1-methyl-4-thiophen-2-yl-1H-imidazol-2-yl)-vinyl]imidazo[1,2-a]pyrimidine), [H][H] (hydrogen). The product is CC1=CC(=NC=2N1C=C(N2)CCC=2N(C=C(N2)C=2SC=CC2)C)C (5,7-Dimethyl-2-[2-(1-methyl-4-thiophen-2-yl-1H-imidazol-2-yl)-ethyl]-imidazo[1,2-a]pyrimidine). Reported procedure: A solution of 5,7-Dimethyl-2-[(E)-2-(1-methyl-4-thiophen-2-yl-1H-imidazol-2-yl)-vinyl]imidazo[1,2-a]pyrimidine (40 mg, 0.083 mmol) in methanol (2 mL) was passed through a H-Cube® Continuous-flow Hydrogenation Reactor (ThalesNano) at a flow rate of 1 mL/min through a small cartridge of 10% Pd/C (THS01111) with an internal temperature of 40° C. and 30 bar of hydrogen pressure. Evaporation of the volatiles afforded the title compound (11.6 mg, 41%). LC-MS: m/z=338.6 (MH+), tR=0.69 minutes, method A... Reactants: BrCCCBr, CCOCC, CN(C)C=O, [K+], [K+], O=C([O-])[O-], OCc1cccc(O)c1. Product: OCc1cccc(OCCCBr)c1. As a reaction SMILES: [Br:1][CH2:2][CH2:3][CH2:4][Br:5].[CH3:21][CH2:22][O:23][CH2:24][CH3:25].[CH3:26][N:27]([CH3:28])[CH:29]=[O:30].[K+:6].[K+:7].[O-:8][C:9]([O-:10])=[O:11].[OH:12][CH2:13][c:14]1[cH:15][cH:16][cH:17][c:18]([OH:19])[cH:20]1>>[Br:1][CH2:2][CH2:3][CH2:4][O:19][c:18]1[cH:17][cH:16][cH:15][c:14]([CH2:13][OH:12])[cH:20]1.